This data is from the Open Reaction Database (ORD), a public repository of structured organic reaction records. The task is: describe an organic reaction: reactants, conditions, products, and yield The reactants are B(Br)(Br)Br (boron tribromide), O1C(=NCC1)C1=CC=C(N1)C=1C=C(OC=2C=CC(=NC2)S(=O)(=O)C)C=C(C1)O[C@H](COC)C (5-{3-[5-(4,5-Dihydro-1,3-oxazol-2-yl)-1H-pyrrol-2-yl]-5-[(1S)-2-methoxy-1-methylethoxy]phenoxy}-2-(methylsulfonyl)pyridine), [Cl-].[NH4+] (ammonium chloride). Run in C(Cl)Cl (methylene chloride). Conditions: time 1.5 hour. Yields the product O1C(=NCC1)C1=CC=C(N1)C=1C=C(O[C@H](CO)C)C=C(C1)OC=1C=NC(=CC1)S(=O)(=O)C ((2S)-2-(3-[5-(4,5-Dihydro-1,3-oxazol-2-yl)-1H-pyrrol-2-yl]-5-{[6-(methylsulfonyl)pyridin-3-yl]oxy}phenoxy)propan-1-ol). Yield: 75.8%. Reaction SMILES: [O:1]1[CH2:5][CH2:4][N:3]=[C:2]1[C:6]1[NH:10][C:9]([C:11]2[CH:12]=[C:13]([CH:25]=[C:26]([O:28][C@@H:29]([CH3:33])[CH2:30][O:31]C)[CH:27]=2)[O:14][C:15]2[CH:16]=[CH:17][C:18]([S:21]([CH3:24])(=[O:23])=[O:22])=[N:19][CH:20]=2)=[CH:8][CH:7]=1.B(Br)(Br)Br.[Cl-].[NH4+]>C(Cl)Cl>[O:1]1[CH2:5][CH2:4][N:3]=[C:2]1[C:6]1[NH:10][C:9]([C:11]2[CH:27]=[C:26]([CH:25]=[C:13]([O:14][C:15]3[CH:20]=[N:19][C:18]([S:21]([CH3:24])(=[O:22])=[O:23])=[CH:17][CH:16]=3)[CH:12]=2)[O:28][C@@H:29]([CH3:33])[CH2:30][OH:31])=[CH:8][CH:7]=1 |f:2.3|. Procedure: 5-{3-[5-(4,5-Dihydro-1,3-oxazol-2-yl)-1H-pyrrol-2-yl]-5-[(1S)-2-methoxy-1-methylethoxy]phenoxy}-2-(methylsulfonyl)pyridine (230 mg, 0.49 mmol) synthesized in Example (78l) was dissolved in methylene chloride (10 mL), and boron tribromide (1.0 mol/L methylene chloride solution, 0.75 mL, 0.75 mmol) was added dropwise at −78° C., followed by stirring at room temperature for 1.5 hours under nitrogen atmosphere. To this reaction solution, a saturated aqueous ammonium chloride solution (20 mL) was add... The reactants are [BH4-], COC(=O)C1CC(=O)N(c2ccccc2)C1c1cccc(OC)c1, CO, [Na+]. Yields the product COc1cccc(C2C(CO)CC(=O)N2c2ccccc2)c1. RXN SMILES: [BH4-:25].[CH3:1][O:2][c:3]1[cH:4][c:5]([CH:9]2[N:10]([c:19]3[cH:20][cH:21][cH:22][cH:23][cH:24]3)[C:11](=[O:18])[CH2:12][CH:13]2[C:14](=[O:15])[O:16][CH3:17])[cH:6][cH:7][cH:8]1.[CH3:27][OH:28].[Na+:26]>>[CH3:1][O:2][c:3]1[cH:4][c:5]([CH:9]2[N:10]([c:19]3[cH:20][cH:21][cH:22][cH:23][cH:24]3)[C:11](=[O:18])[CH2:12][CH:13]2[CH2:14][OH:15])[cH:6][cH:7][cH:8]1. Reactants: FC=1C(=CC2=C(N=C(O2)C)C1)[N+](=O)[O-] (5-Fluoro-2-methyl-6-nitrobenzoxazole), CO (methanol). The solvent is O1CCCC1 (tetrahydrofuran). Run at time 1.5 hour. Product: NC1=CC2=C(N=C(O2)C)C=C1F (6-Amino-5-Fluoro-2-Methylbenzoxazole). RXN SMILES: [F:1][C:2]1[C:3]([N+:12]([O-])=O)=[CH:4][C:5]2[O:9][C:8]([CH3:10])=[N:7][C:6]=2[CH:11]=1.CO>O1CCCC1>[NH2:12][C:3]1[C:2]([F:1])=[CH:11][C:6]2[N:7]=[C:8]([CH3:10])[O:9][C:5]=2[CH:4]=1. Procedure: 5-Fluoro-2-methyl-6-nitrobenzoxazole (16 g, 81.57 mMole), was dissolved in tetrahydrofuran (150 mL), and methanol (50 mL). Raney-Nickel which had been pre-washed with water (×3) and tetrahydrofuran (×3), was added and the mixture was then hydrogenated at room temperature and 50 psi of hydrogen. The reaction is complete in approximately 1.5 hours. After this period, the catalyst is filtered off and the solution concentrated under reduced pressure. The residue is triturated with heptane, cooled an...